Dataset: the Open Reaction Database (ORD), a public repository of structured organic reaction records. Task: describe an organic reaction: reactants, conditions, products, and yield Reactants: O(C1=CC=CC=C1)C=1C=C(CO)C=CC1 (3-phenoxybenzyl alcohol). The reagents and catalysts are O=[Mn]=O (MnO2), O=[Mn]=O (MnO2). The solvent is C(Cl)Cl (CH2Cl2). Conditions: time 0.5 hour. Yields the product O(C1=CC=CC=C1)C=1C=C(C=O)C=CC1 (3-Phenoxybenzaldehyde). Isolated yield 90.1%. As a reaction SMILES: [O:1]([C:8]1[CH:9]=[C:10]([CH:13]=[CH:14][CH:15]=1)[CH2:11][OH:12])[C:2]1[CH:7]=[CH:6][CH:5]=[CH:4][CH:3]=1>C(Cl)Cl.O=[Mn]=O>[O:1]([C:8]1[CH:9]=[C:10]([CH:13]=[CH:14][CH:15]=1)[CH:11]=[O:12])[C:2]1[CH:3]=[CH:4][CH:5]=[CH:6][CH:7]=1. Procedure: To a solution of 1.8mL (10.3 mmol) of 3-phenoxybenzyl alcohol (Aldrich Chemical Co.) in 20 mL of CH2Cl2 at room temperature was added 1.5 g of powdered 4 Å molecular sieves and 2.5 g of activated MnO2. The resulting suspension was stirred at room temperature for 0.5 h, at which time an additional 2.5 g of MnO2 was added. After stirring at room temperature for 0.5 h the reaction mixture was filtered through celite to give 1.84 g of the aldehyde 125 as an oil. 1H NMR consistent with structure. Starting materials: CC(=O)OI1(C=2C=CC=CC2C(=O)O1)(OC(=O)C)OC(=O)C (Dess Martin periodinane), FC1=C(C=CC=C1)C=1C=NC(=NC1)N1C=C(C2=CC=C(C=C12)C(=O)N1CCOCC1)CO ((1-(5-(2-Fluorophenyl)pyrimidin-2-yl)-3-(hydroxymethyl)-1H-indol-6-yl)(morpholino)methanone). Run in ClCCl (dichloromethane). Conditions: time 2 hour. Yields the product FC1=C(C=CC=C1)C=1C=NC(=NC1)N1C=C(C2=CC=C(C=C12)C(=O)N1CCOCC1)C=O (1-(5-(2-Fluorophenyl)pyrimidin-2-yl)-6-(morpholine-4-carbonyl)-1H-indole-3-carbaldehyde). As a reaction SMILES: CC(OI1(OC(C)=O)(OC(C)=O)OC(=O)C2C=CC=CC1=2)=O.[F:23][C:24]1[CH:29]=[CH:28][CH:27]=[CH:26][C:25]=1[C:30]1[CH:31]=[N:32][C:33]([N:36]2[C:44]3[C:39](=[CH:40][CH:41]=[C:42]([C:45]([N:47]4[CH2:52][CH2:51][O:50][CH2:49][CH2:48]4)=[O:46])[CH:43]=3)[C:38]([CH2:53][OH:54])=[CH:37]2)=[N:34][CH:35]=1>ClCCl>[F:23][C:24]1[CH:29]=[CH:28][CH:27]=[CH:26][C:25]=1[C:30]1[CH:35]=[N:34][C:33]([N:36]2[C:44]3[C:39](=[CH:40][CH:41]=[C:42]([C:45]([N:47]4[CH2:52][CH2:51][O:50][CH2:49][CH2:48]4)=[O:46])[CH:43]=3)[C:38]([CH:53]=[O:54])=[CH:37]2)=[N:32][CH:31]=1. Procedure: Dess Martin periodinane (235 mg, 0.556 mmol, 1.5 eq) was added to the product of 27d) (160 mg, 0.370 mmol, 1.0 eq) in dichloromethane (10 mL) at 0° C. The mixture was stirred for 2 h at room temperature, and then filtered through a pad of celite. The filter was rinsed with dichloromethane and the filtrate was dried over sodium sulfate, and evaporated. White solid. Yield: 140 mg. Mass spectroscopy: m/z: [M+H]+=430.9 Procedure: Following the general procedure of example 1, 3-[1-(ethylsulfonyl)-4-piperidinyl]-5-(3-formylphenyl)-1H-indole-7-carboxamide (50.0 mg, 0.112 mmol), 3-piperidinylmethanol (98.9 mg, 0.86 mmol) and NaBH(OAc)3 (58.0 mg, 0.303 mmol) were reacted to give the title compound (10.2 mg, 17%). Yields the product C(C)S(=O)(=O)N1CCC(CC1)C1=CNC2=C(C=C(C=C12)C1=CC(=CC=C1)CN1CC(CCC1)CO)C(=O)N (3-[1-(ethylsulfonyl)-4-piperidinyl]-5-(3-{[3-(hydroxymethyl)-1-piperidinyl]methyl}phenyl)-1H-indole-7-carboxamide). As a reaction SMILES: [CH2:1]([S:3]([N:6]1[CH2:11][CH2:10][CH:9]([C:12]2[C:20]3[C:15](=[C:16]([C:29]([NH2:31])=[O:30])[CH:17]=[C:18]([C:21]4[CH:26]=[CH:25][CH:24]=[C:23]([CH:27]=O)[CH:22]=4)[CH:19]=3)[NH:14][CH:13]=2)[CH2:8][CH2:7]1)(=[O:5])=[O:4])[CH3:2].[NH:32]1[CH2:37][CH2:36][CH2:35][CH:34]([CH2:38][OH:39])[CH2:33]1.[BH-](OC(C)=O)(OC(C)=O)OC(C)=O.[Na+]>>[CH2:1]([S:3]([N:6]1[CH2:7][CH2:8][CH:9]([C:12]2[C:20]3[C:15](=[C:16]([C:29]([NH2:31])=[O:30])[CH:17]=[C:18]([C:21]4[CH:26]=[CH:25][CH:24]=[C:23]([CH2:27][N:32]5[CH2:37][CH2:36][CH2:35][CH:34]([CH2:38][OH:39])[CH2:33]5)[CH:22]=4)[CH:19]=3)[NH:14][CH:13]=2)[CH2:10][CH2:11]1)(=[O:5])=[O:4])[CH3:2] |f:2.3|. Isolated yield 16.9%. Starting materials: C(C)S(=O)(=O)N1CCC(CC1)C1=CNC2=C(C=C(C=C12)C1=CC(=CC=C1)C=O)C(=O)N (3-[1-(ethylsulfonyl)-4-piperidinyl]-5-(3-formylphenyl)-1H-indole-7-carboxamide), N1CC(CCC1)CO (3-piperidinylmethanol), [BH-](OC(=O)C)(OC(=O)C)OC(=O)C.[Na+] (NaBH(OAc)3). Starting materials: [BH4-], CCCN1C(=O)c2ccccc2C1=O, CO, [K+]. The product is CCCN1C(=O)c2ccccc2C1O. RXN SMILES: [BH4-:17].[CH2:1]([CH2:2][CH3:3])[N:4]1[C:5](=[O:14])[c:6]2[c:7]([cH:10][cH:11][cH:12][cH:13]2)[C:8]1=[O:9].[CH3:15][OH:16].[K+:18]>>[CH2:1]([CH2:2][CH3:3])[N:4]1[C:5](=[O:14])[c:6]2[c:7]([cH:10][cH:11][cH:12][cH:13]2)[CH:8]1[OH:9]. Starting materials: C(CCCCC)C1=CC(=C(O1)C)C(=O)OCC (ethyl 5-hexyl-2-methyl-3-furoate). Run in [OH-].[Na+] (sodium hydroxide). Product: C(CCCCC)C1=CC(=C(O1)C)C(=O)O (5-hexyl-2-methyl-3-furoic acid). RXN SMILES: [CH2:1]([C:7]1[O:11][C:10]([CH3:12])=[C:9]([C:13]([O:15]CC)=[O:14])[CH:8]=1)[CH2:2][CH2:3][CH2:4][CH2:5][CH3:6]>[OH-].[Na+]>[CH2:1]([C:7]1[O:11][C:10]([CH3:12])=[C:9]([C:13]([OH:15])=[O:14])[CH:8]=1)[CH2:2][CH2:3][CH2:4][CH2:5][CH3:6] |f:1.2|. Procedure details: Saponification of 0.5 g of the ester was accomplished by refluxing 12 hours in 10 ml of 25% aqueous sodium hydroxide. Acidification precipitated the crude acid, which was purified by sublimation to give 5-hexyl-2-methyl-3-furoic acid, mp 59°-60° C. Starting materials: C[S-], CN(C)C=O, N#Cc1cc(Cl)ccc1F, Cl, [Na+]. The product is CSc1ccc(Cl)cc1C#N. Reaction SMILES: [CH3:11][S-:12].[CH3:15][N:16]([CH3:17])[CH:18]=[O:19].[Cl:1][c:2]1[cH:3][cH:4][c:5]([F:10])[c:6]([C:7]#[N:8])[cH:9]1.[ClH:14].[Na+:13]>>[Cl:1][c:2]1[cH:3][cH:4][c:5]([S:12][CH3:11])[c:6]([C:7]#[N:8])[cH:9]1. The product is BrC=1C=C2C=3CCCC(C3NC2=CC1)NC1=CC=C(C=C1)Cl (6-Bromo-N-(4-chlorophenyl)-2,3,4,9-tetrahydro-1H-carbazol-1-amine), off-white solid. Procedure details: 6-Bromo-N-(4-chlorophenyl)-2,3,4,9-tetrahydro-1H-carbazol-1-amine was prepared from 6-bromo-2,3,4,9-tetrahydro-1H-carbazol-1-one (100 mg, 0.38 mmol) and 4-chloroaniline (97 mg, 0.76 mmol) in a similar manner as described in Example 13 to give 29 mg (20%) of an off-white solid. 1H-NMR (DMSO-d6): δ 11.07 (s, 1H), 7.56 (s, 1H), 7.23 (d, 1H), 7.13-7.08 (m, 3H), 6.71 (d, 2H), 6.20 (d, 1H), 4.76-4.72 (m, 1H), 2.68-2.54 (m, 2H), 1.99-1.85 (m, 2H), 1.80-1.74 (m, 2H); MS m/z (M−1) 373, 375. The yield is 20.0%. Starting materials: BrC=1C=C2C=3CCCC(C3NC2=CC1)=O (6-bromo-2,3,4,9-tetrahydro-1H-carbazol-1-one), ClC1=CC=C(N)C=C1 (4-chloroaniline). Reaction SMILES: [Br:1][C:2]1[CH:3]=[C:4]2[C:12](=[CH:13][CH:14]=1)[NH:11][C:10]1[C:9](=O)[CH2:8][CH2:7][CH2:6][C:5]2=1.[Cl:16][C:17]1[CH:23]=[CH:22][C:20]([NH2:21])=[CH:19][CH:18]=1>>[Br:1][C:2]1[CH:3]=[C:4]2[C:12](=[CH:13][CH:14]=1)[NH:11][C:10]1[CH:9]([NH:21][C:20]3[CH:22]=[CH:23][C:17]([Cl:16])=[CH:18][CH:19]=3)[CH2:8][CH2:7][CH2:6][C:5]2=1. Reactants: COC1=CC=C(C=C1)CN1CCC(CC1)NC(OC(C)(C)C)=O (1,1-dimethylethyl 1-[(4-methoxyphenyl)methyl]-4-piperidinylcarbamate), FC(C(=O)O)(F)F (trifluoroacetic acid), FC(C(=O)O)(F)F (trifluoroacetic acid). The solvent is C(Cl)Cl (methylene chloride). Run at time 30 minute. Yields the product NC1CCN(CC1)CC1=CC=C(C=C1)OC (4-amino-1-[(4-methoxyphenyl)methyl]piperidine). RXN SMILES: [CH3:1][O:2][C:3]1[CH:8]=[CH:7][C:6]([CH2:9][N:10]2[CH2:15][CH2:14][CH:13]([NH:16]C(=O)OC(C)(C)C)[CH2:12][CH2:11]2)=[CH:5][CH:4]=1.FC(F)(F)C(O)=O>C(Cl)Cl>[NH2:16][CH:13]1[CH2:12][CH2:11][N:10]([CH2:9][C:6]2[CH:7]=[CH:8][C:3]([O:2][CH3:1])=[CH:4][CH:5]=2)[CH2:15][CH2:14]1. Procedure: A mixture of 1,1-dimethylethyl 1-[(4-methoxyphenyl)methyl]-4-piperidinylcarbamate (0.02 mole) and trifluoroacetic acid (0.01 mole) in 50 ml. of methylene chloride was refluxed for a 3 hr. period. Additional trifluoroacetic acid (0.08 mole) was added and reflux continued for an additional 30 minutes. The crude solution was evaporated in vacuo, residual material dissolved in water and the aqueous phase washed with ether and then made basic with 50% sodium hydroxide. Extraction of the basified solu... Starting materials: C(C1=CC=CC=C1)OC=1C=C(C=CC1)CCN (2-[3-(benzyloxy)phenyl]ethylamine), C(C)O (ethanol). Solvent: C(=O)OCC (ethyl formate). Yields the product C(C1=CC=CC=C1)OC=1C=C(C=CC1)CCNC=O (1-[3-(benzyloxy)phenyl]-2-(formylamino)ethane). RXN SMILES: [CH2:1]([O:8][C:9]1[CH:10]=[C:11]([CH2:15][CH2:16][NH2:17])[CH:12]=[CH:13][CH:14]=1)[C:2]1[CH:7]=[CH:6][CH:5]=[CH:4][CH:3]=1.[CH2:18]([OH:20])C>C(OCC)=O>[CH2:1]([O:8][C:9]1[CH:10]=[C:11]([CH2:15][CH2:16][NH:17][CH:18]=[O:20])[CH:12]=[CH:13][CH:14]=1)[C:2]1[CH:3]=[CH:4][CH:5]=[CH:6][CH:7]=1. Procedure: To a solution of 8.60 g of 2-[3-(benzyloxy)phenyl]ethylamine in 50 ml of ethanol, 4.6 ml of ethyl formate was added and the mixture was heated at reflux for 18 hours. The solvent was evaporated under reduced pressure and the residue was purified by silica gel column chromatography to obtain 4.81 g of the desired compound as a pale orange oily substance. The reactants are C(C)(=O)NC(=S)N (acetylthiourea), N1CCCCC1 (piperidine), ClCC(CC(=O)OCC)=O (ethyl 4-chloroacetoacetate), C(C)=O (acetaldehyde). Solvent: O (water), CN(C=O)C (dimethylformamide), C(Cl)Cl (methylene chloride), C(Cl)Cl (methylene chloride). Run at temperature 10 celsius. Product: C(C)(=O)NC=1SC=C(N1)/C(/C(=O)OCC)=C/C (Ethyl Z-2-(2-acetamidothiazol-4-yl)-2-butenoate). RXN SMILES: Cl[CH2:2][C:3](=O)[CH2:4][C:5]([O:7][CH2:8][CH3:9])=[O:6].[CH:11](=O)[CH3:12].N1CCCCC1.[C:20]([NH:23][C:24]([NH2:26])=[S:25])(=[O:22])[CH3:21]>C(Cl)Cl.O.CN(C)C=O>[C:20]([NH:23][C:24]1[S:25][CH:2]=[C:3](/[C:4](=[CH:11]/[CH3:12])/[C:5]([O:7][CH2:8][CH3:9])=[O:6])[N:26]=1)(=[O:22])[CH3:21]. Reported procedure: 150 parts by weight of ethyl 4-chloroacetoacetate are dissolved in 250 parts by weight of methylene chloride in a three-necked flask with a stirrer, reflux condenser, thermometer and dropping funnel and the solution is cooled to 10° C. 100 parts by weight of acetaldehyde are added all at once. A solution of 1.38 parts by volume of piperidine in 25 parts by volume of methylene chloride is then added dropwise at 10° C., with stirring, such that the internal temperature is kept between 10° and 20° ...